From a dataset of the Open Reaction Database (ORD), a public repository of structured organic reaction records. describe an organic reaction: reactants, conditions, products, and yield Starting materials: CCC1C(=O)N(C)c2cc(F)ccc2N1C(=O)c1cccc(OC)c1, CCC1C(=O)N(C)c2cc(F)ccc2N1C(=O)c1ccc(O)cc1. Yields the product CCC1C(=O)N(C)c2cc(F)ccc2N1C(=O)c1cccc(O)c1. RXN SMILES: [CH2:1]([CH3:2])[CH:3]1[C:4](=[O:25])[N:5]([CH3:24])[c:6]2[cH:7][c:8]([F:23])[cH:9][cH:10][c:11]2[N:12]1[C:13]([c:14]1[cH:15][c:16]([O:20][CH3:21])[cH:17][cH:18][cH:19]1)=[O:22].[CH2:26]([CH:27]1[N:28]([C:29](=[O:30])[c:31]2[cH:32][cH:33][c:34]([OH:35])[cH:36][cH:37]2)[c:38]2[c:39]([cH:40][c:41]([F:42])[cH:43][cH:44]2)[N:45]([CH3:46])[C:47]1=[O:48])[CH3:49]>>[CH2:1]([CH3:2])[CH:3]1[C:4](=[O:25])[N:5]([CH3:24])[c:6]2[cH:7][c:8]([F:23])[cH:9][cH:10][c:11]2[N:12]1[C:13]([c:14]1[cH:15][c:16]([OH:20])[cH:17][cH:18][cH:19]1)=[O:22]. The reactants are CO, COC(=O)C=CCN(C)C, Cl, [Na+], [OH-], O. The product is CN(C)CC=CC(=O)O, Cl. As a reaction SMILES: [CH3:15][OH:16].[CH3:3][N:4]([CH2:5][CH:6]=[CH:7][C:8](=[O:9])[O:10][CH3:11])[CH3:12].[ClH:13].[Na+:2].[OH-:1].[OH2:14]>>[CH3:3][N:4]([CH2:5][CH:6]=[CH:7][C:8](=[O:9])[OH:10])[CH3:12].[ClH:13].